Dataset: the Open Reaction Database (ORD), a public repository of structured organic reaction records. Task: describe an organic reaction: reactants, conditions, products, and yield Reactants: FC1=CC=C(C#N)C=C1 (4-fluorobenzonitrile), CNC(=O)C=1C(=CC=CC1)C (N-methyl-o-toluamide), N1CCOCC1 (morpholine), C([O-])([O-])=O.[K+].[K+] (potassium carbonate). The solvent is CS(=O)C (dimethyl sulf oxide). Product: N1(CCOCC1)C1=CC=C(C=C1)C=1NC(C2=CC=CC=C2C1)=O (3-[4-(4-morpholinyl)phenyl]isoquinolin-1-one). Isolated yield 41.5%. As a reaction SMILES: F[C:2]1[CH:9]=[CH:8][C:5]([C:6]#[N:7])=[CH:4][CH:3]=1.[NH:10]1[CH2:15][CH2:14][O:13][CH2:12][CH2:11]1.C(=O)([O-])[O-].[K+].[K+].CN[C:24]([C:26]1[C:27]([CH3:32])=[CH:28][CH:29]=[CH:30][CH:31]=1)=[O:25]>CS(C)=O>[N:10]1([C:2]2[CH:9]=[CH:8][C:5]([C:6]3[NH:7][C:24](=[O:25])[C:26]4[C:27]([CH:32]=3)=[CH:28][CH:29]=[CH:30][CH:31]=4)=[CH:4][CH:3]=2)[CH2:15][CH2:14][O:13][CH2:12][CH2:11]1 |f:2.3.4|. Procedure: 4-(4-Morpholinyl)benzonitrile obtained by reacting 4-fluorobenzonitrile (10.89 g) and morpholine (7.84 g) in the presence of potassium carbonate (12.42 g) in dimethyl sulf oxide (45 ml) was reacted with N-methyl-o-toluamide (8.019 g) according to Example 10-1, to give 6.840 g of 3-[4-(4-morpholinyl)phenyl]isoquinolin-1-one. Reactants: C(C)(C)(C)OC(C1=CC=C(C=C1)CC(C(=O)O)C1=CC=C(C=C1)C1=CC[C@@H](CC1)C(C)(C)C)=O (4-{2-[4-(4-(R)-tert-Butylcyclohex-1-enyl)-phenyl]-2-carboxy-ethyl}-benzoic acid tert-butyl ester), C(C(=O)Cl)(=O)Cl (oxalyl chloride), ClC1(CC(=C(C=C1)C1=CC=CC=C1)C)N (4-chloro-2-methylbiphenyl-4-ylamine), CCN(C(C)C)C(C)C (DIPEA). The reagents and catalysts are CN(C)C=O (DMF). Run in ClCCl (dichloromethane), C(C)(=O)OCC (ethyl acetate). Conditions: time 1 hour. Yields the product C(C)(C)(C)OC(C1=CC=C(C=C1)CC(C(NC1=CC=C(C=C1)C1=C(C=C(C=C1)Cl)C)=O)C1=CC=C(C=C1)C1=CC[C@@H](CC1)C(C)(C)C)=O (4-{2-[4-(4-(R)-tert-Butylcyclohex-1-enyl)-phenyl]-2-(4′-chloro-2′-methylbiphenyl-4-ylcarbamoyl)-ethyl]-benzoic acid tert-butyl ester). The yield is 59.0%. Reaction SMILES: [C:1]([O:5][C:6](=[O:34])[C:7]1[CH:12]=[CH:11][C:10]([CH2:13][CH:14]([C:18]2[CH:23]=[CH:22][C:21]([C:24]3[CH2:29][CH2:28][C@@H:27]([C:30]([CH3:33])([CH3:32])[CH3:31])[CH2:26][CH:25]=3)=[CH:20][CH:19]=2)[C:15](O)=[O:16])=[CH:9][CH:8]=1)([CH3:4])([CH3:3])[CH3:2].C(Cl)(=O)C(Cl)=O.[Cl:41][C:42]1(N)[CH:47]=[CH:46][C:45]([C:48]2[CH:53]=[CH:52][CH:51]=[CH:50][CH:49]=2)=[C:44]([CH3:54])[CH2:43]1.CC[N:58](C(C)C)C(C)C>ClCCl.CN(C=O)C.C(OCC)(=O)C>[C:1]([O:5][C:6](=[O:34])[C:7]1[CH:12]=[CH:11][C:10]([CH2:13][CH:14]([C:18]2[CH:23]=[CH:22][C:21]([C:24]3[CH2:29][CH2:28][C@@H:27]([C:30]([CH3:33])([CH3:32])[CH3:31])[CH2:26][CH:25]=3)=[CH:20][CH:19]=2)[C:15](=[O:16])[NH:58][C:51]2[CH:52]=[CH:53][C:48]([C:45]3[CH:46]=[CH:47][C:42]([Cl:41])=[CH:43][C:44]=3[CH3:54])=[CH:49][CH:50]=2)=[CH:9][CH:8]=1)([CH3:4])([CH3:3])[CH3:2]. Procedure details: To 4-{2-[4-(4-(R)-tert-Butylcyclohex-1-enyl)-phenyl]-2-carboxy-ethyl}-benzoic acid tert-butyl ester (697 mg, 1.51 mmol) in anhydrous dichloromethane (30 mL) was added oxalyl chloride (650 uL, 7.53 mmol) and 3 drops of DMF. The resulting solution was stirred at rt for 1 hr before being concentrated under vacuum. The residue was co-evaporated with toluene (1×5 mL) then dissolved in toluene again (20 mL). To the mixture was added 4-chloro-2-methylbiphenyl-4-ylamine (361 mg, 1.66 mmol) and DIPEA (1.... Reactants: C(C)OC(CC(=O)[C@H]1N(CCC1)C(=O)OC(C)(C)C)=O (tert-Butyl (2S)-2-(3-ethoxy-3-oxopropanoyl)-1-pyrrolidinecarboxylate), N\C(=C/C(=O)OCC)\CCCC(C)C (ethyl (2Z)-3-amino-7-methyl-2-octenoate), N1CCCCC1 (piperidine), C(=O)C1=CC=C(C(=O)O)C=C1 (4-formylbenzoic acid). The solvent is C1(=CC=CC=C1)C (toluene). Product: C(C)(C)(C)OC(=O)N1[C@@H](CCC1)C=1NC(=C(C(C1C(=O)OCC)C1=CC=C(C(=O)O)C=C1)C(=O)OCC)CCCC(C)C (4-[2-[(2S)-1-(tert-butoxycarbonyl)pyrrolidinyl]-3,5-bis(ethoxycarbonyl)-6-(4-methylpentyl)-1,4-dihydro-4-pyridinyl]benzoic acid). As a reaction SMILES: [CH2:1]([O:3][C:4](=[O:20])[CH2:5][C:6]([C@@H:8]1[CH2:12][CH2:11][CH2:10][N:9]1[C:13]([O:15][C:16]([CH3:19])([CH3:18])[CH3:17])=[O:14])=O)[CH3:2].[NH2:21]/[C:22](/[CH2:29][CH2:30][CH2:31][CH:32]([CH3:34])[CH3:33])=[CH:23]\[C:24]([O:26][CH2:27][CH3:28])=[O:25].[CH:35]([C:37]1[CH:45]=[CH:44][C:40]([C:41]([OH:43])=[O:42])=[CH:39][CH:38]=1)=O.N1CCCCC1>C1(C)C=CC=CC=1>[C:16]([O:15][C:13]([N:9]1[CH2:10][CH2:11][CH2:12][C@H:8]1[C:6]1[NH:21][C:22]([CH2:29][CH2:30][CH2:31][CH:32]([CH3:33])[CH3:34])=[C:23]([C:24]([O:26][CH2:27][CH3:28])=[O:25])[CH:35]([C:37]2[CH:45]=[CH:44][C:40]([C:41]([OH:43])=[O:42])=[CH:39][CH:38]=2)[C:5]=1[C:4]([O:3][CH2:1][CH3:2])=[O:20])=[O:14])([CH3:19])([CH3:18])[CH3:17]. Procedure: To a stirred solution of tert-Butyl (2S)-2-(3-ethoxy-3-oxopropanoyl)-1-pyrrolidinecarboxylate (1.43 g, 5.02 mmol) in 30 mL of toluene, ethyl (2Z)-3-amino-7-methyl-2-octenoate (1.0 g, 5.02 mmol) was added followed by 4-formylbenzoic acid (0.904 g, 6.01 mmol) and piperidine (0.214 g, 2.51 mmol). The reaction was allowed to reflux for 3 h. The crude mixture was concentrated and carried on without purification. Reactants: CC(C)(C)[O-].[K+] (KOtBu), ClC=1C=CC(=C(C1)OC)I (5-chloro-2-iodoanisole), C1=CC=C(C=C1)P(C2=CC=CC=C2)C3=CC=CC=C3OC4=CC=CC=C4P(C5=CC=CC=C5)C6=CC=CC=C6 (DPEPhos), FC=1C=C(C=CC1)S (3-fluoro-thiophenol). Reagents/catalysts: C=1C=CC(=CC1)/C=C/C(=O)/C=C/C2=CC=CC=C2.C=1C=CC(=CC1)/C=C/C(=O)/C=C/C2=CC=CC=C2.C=1C=CC(=CC1)/C=C/C(=O)/C=C/C2=CC=CC=C2.[Pd].[Pd] (Pd2dba3). Conditions: temperature 95 celsius, time 2 hour. The product is ClC1=CC(=C(C=C1)SC1=CC(=CC=C1)F)OC (4-Chloro-1-(3-fluoro-phenylsulfanyl)-2-methoxybenzene), oil. Yield: 85.0%. As a reaction SMILES: CC([O-])(C)C.[K+].[Cl:7][C:8]1[CH:9]=[CH:10][C:11](I)=[C:12]([O:14][CH3:15])[CH:13]=1.C1C=CC(P(C2C(OC3C(P(C4C=CC=CC=4)C4C=CC=CC=4)=CC=CC=3)=CC=CC=2)C2C=CC=CC=2)=CC=1.[F:56][C:57]1[CH:58]=[C:59]([SH:63])[CH:60]=[CH:61][CH:62]=1>C1C=CC(/C=C/C(/C=C/C2C=CC=CC=2)=O)=CC=1.C1C=CC(/C=C/C(/C=C/C2C=CC=CC=2)=O)=CC=1.C1C=CC(/C=C/C(/C=C/C2C=CC=CC=2)=O)=CC=1.[Pd].[Pd]>[Cl:7][C:8]1[CH:9]=[CH:10][C:11]([S:63][C:59]2[CH:60]=[CH:61][CH:62]=[C:57]([F:56])[CH:58]=2)=[C:12]([O:14][CH3:15])[CH:13]=1 |f:0.1,5.6.7.8.9|. Procedure: A dry round bottomed flask was charged with KOtBu (1.903 g, 17.0 mmol), 5-chloro-2-iodoanisole (4.054 g, 15.1 mmol), Pd2dba3 (144 mg, 0.16 mmol), DPEPhos (176 mg, 0.33 mmol) and 3-fluoro-thiophenol (1.903 g, 17.0 mmol). The flask was evacuated and backfilled with Ar three times. Dry toluene (80 mL) was added and the mixture stirred at 95° C. for 2 h. The mixture was filtered through a pad of silica gel followed by adsorption onto silica gel. After purification by flash chromatography using silic... Reactants: FC(C1=CC=2C(=NN(N2)C2=C(C=CC(=C2)C(C)(C)CC(C)(C)C)O)C=C1)(F)F (5-Trifluoromethyl-2-(2-hydroxy-5-tert-octylphenyl)-2H-benzotriazole), C=O (paraformaldehyde), C(CCC)NCCCC (di-n-butylamine), C[O-].[Na+] (sodium methoxide), Cl (hydrochloric acid). Run in xylenes. Run at temperature 160 celsius, time 4 hour. Yields the product C(C1=C(C(=CC(=C1)C(C)(C)CC(C)(C)C)N1N=C2C(=N1)C=CC(=C2)C(F)(F)F)O)C2=C(C(=CC(=C2)C(C)(C)CC(C)(C)C)N2N=C1C(=N2)C=CC(=C1)C(F)(F)F)O (2,2′-Methylene-bis[6-(5-trifluoromethyl-2H-benzotriazol-2-yl)-4-tert-octylphenol]). Yield: 69.9%. Reaction SMILES: [F:1][C:2]([F:28])([F:27])[C:3]1[CH:26]=[CH:25][C:6]2=[N:7][N:8]([C:10]3[CH:15]=[C:14]([C:16]([CH2:19][C:20]([CH3:23])([CH3:22])[CH3:21])([CH3:18])[CH3:17])[CH:13]=[CH:12][C:11]=3[OH:24])[N:9]=[C:5]2[CH:4]=1.[CH2:29]=[O:30].C([NH:35][CH2:36][CH2:37][CH2:38][CH3:39])CCC.C[O-].[Na+].Cl>>[CH2:11]([C:12]1[CH:13]=[C:14]([C:16]([CH2:19][C:20]([CH3:21])([CH3:22])[CH3:23])([CH3:17])[CH3:18])[CH:15]=[C:10]([N:8]2[N:35]=[C:36]3[CH:37]=[CH:38][C:39]([C:2]([F:1])([F:28])[F:27])=[CH:5][C:6]3=[N:7]2)[C:29]=1[OH:30])[C:12]1[CH:13]=[C:14]([C:16]([CH2:19][C:20]([CH3:21])([CH3:22])[CH3:23])([CH3:17])[CH3:18])[CH:15]=[C:10]([N:8]2[N:7]=[C:6]3[CH:25]=[CH:26][C:3]([C:2]([F:1])([F:27])[F:28])=[CH:4][C:5]3=[N:9]2)[C:11]=1[OH:24] |f:3.4|. Procedure: The compound prepared in Example 31 (7.0 g, 0.018 mol), paraformaldehyde (0.29 g, 0.0093 mol) and di-n-butylamine (2.43 g, 0.0186 mol) are charged to a reaction and which is then sealed. The temperature is increased to 160° C. and held there for four hours. The reaction mass is cooled to 110° C. at which time sodium methoxide (0.16 g, 0.0028 mol) is added. The reaction mixture is then heated to 205° C. and held there for three hours.The reaction mass is then cooled to 110° C. and 100 mL of xylen... Reactants: [BH4-], CC(=O)CCC=C(C)CCC=C(C)CCC=C(C)CCC=C(C)C, CO, Cl, [Na+]. The product is CC(C)=CCCC(C)=CCCC(C)=CCCC(C)=CCCC(C)O. RXN SMILES: [BH4-:25].[CH3:1][C:2](=[CH:3][CH2:4][CH2:5][C:6]([CH3:7])=[O:8])[CH2:9][CH2:10][CH:11]=[C:12]([CH2:13][CH2:14][CH:15]=[C:16]([CH2:17][CH2:18][CH:19]=[C:20]([CH3:21])[CH3:22])[CH3:23])[CH3:24].[CH3:28][OH:29].[ClH:27].[Na+:26]>>[CH3:1][C:2](=[CH:3][CH2:4][CH2:5][CH:6]([CH3:7])[OH:8])[CH2:9][CH2:10][CH:11]=[C:12]([CH2:13][CH2:14][CH:15]=[C:16]([CH2:17][CH2:18][CH:19]=[C:20]([CH3:21])[CH3:22])[CH3:23])[CH3:24]. Reactants: COC1=CC=C(C=C1)C(=O)C=O (p-methoxyphenylglyoxal), C(C)(=O)O (acetic acid), NC1=NN=CN1N (3,4-diamino-4H-1,2,4-triazole), C(C)(=O)[O-].[Na+] (sodium acetate). The solvent is O (Water). The product is COC1=CC=C(C=C1)C1=NC=2N(N=C1)C=NN2 (7-(p-Methoxyphenyl)-1,2,4-triazolo[4,3-b]-1,2,4-triazine). Reaction SMILES: [CH3:1][O:2][C:3]1[CH:8]=[CH:7][C:6]([C:9]([CH:11]=O)=O)=[CH:5][CH:4]=1.[NH2:13][C:14]1[N:18]([NH2:19])[CH:17]=[N:16][N:15]=1.C([O-])(=O)C.[Na+].C(O)(=O)C>O>[CH3:1][O:2][C:3]1[CH:8]=[CH:7][C:6]([C:9]2[CH:11]=[N:19][N:18]3[CH:17]=[N:16][N:15]=[C:14]3[N:13]=2)=[CH:5][CH:4]=1 |f:2.3|. Procedure: A solution of 9.1 g. of p-methoxyphenylglyoxal, 6.7 g. of 3,4-diamino-4H-1,2,4-triazole and 4.1 g. of sodium acetate in 90 ml. of 67% acetic acid is heated on a steam bath for 1/2 hour. Water is added and heating is continued until crystals separate. The mixture is cooled and filtered. The precipitate is washed with water, ethanol and then hexane giving the desired product as yellow plates, m.p. 282.5°-284.5° C.